describe an organic reaction: reactants, conditions, products, and yield From a dataset of the Open Reaction Database (ORD), a public repository of structured organic reaction records. Starting materials: C=CC(=O)OC, COc1ccc(CN2CCNC(=O)C2=O)c(OC)c1, CN(C)C=O, C1CCC2=NCCCN2CC1. Product: COC(=O)CCN1CCN(Cc2ccc(OC)cc2OC)C(=O)C1=O. As a reaction SMILES: [C:31]([CH:32]=[CH2:33])(=[O:34])[O:35][CH3:36].[CH3:1][O:2][c:3]1[c:4]([CH2:5][N:6]2[C:7](=[O:13])[C:8](=[O:12])[NH:9][CH2:10][CH2:11]2)[cH:14][cH:15][c:16]([O:18][CH3:19])[cH:17]1.[CH3:37][N:38]([CH3:39])[CH:40]=[O:41].[N:20]12[CH2:21][CH2:22][CH2:23][N:24]=[C:25]1[CH2:26][CH2:27][CH2:28][CH2:29][CH2:30]2>>[CH3:1][O:2][c:3]1[c:4]([CH2:5][N:6]2[C:7](=[O:13])[C:8](=[O:12])[N:9]([CH2:33][CH2:32][C:31](=[O:34])[O:35][CH3:36])[CH2:10][CH2:11]2)[cH:14][cH:15][c:16]([O:18][CH3:19])[cH:17]1. Starting materials: C1COCCOCCOCCOCCO1, Cc1ccccc1-c1cc(C=O)c[nH]1, CN(C)C=O, Cl, [H-], [Na+], C1CCOC1, O, O=S(=O)(Cl)c1cccnc1. The product is Cc1ccccc1-c1cc(C=O)cn1S(=O)(=O)c1cccnc1. RXN SMILES: [CH2:17]1[O:18][CH2:19][CH2:20][O:21][CH2:22][CH2:23][O:24][CH2:25][CH2:26][O:27][CH2:28][CH2:29][O:30][CH2:31]1.[CH3:1][c:2]1[c:3](-[c:8]2[cH:9][c:10]([CH:13]=[O:14])[cH:11][nH:12]2)[cH:4][cH:5][cH:6][cH:7]1.[CH3:48][N:49]([CH3:50])[CH:51]=[O:52].[ClH:32].[H-:15].[Na+:16].[O:43]1[CH2:44][CH2:45][CH2:46][CH2:47]1.[OH2:53].[n:33]1[cH:34][c:35]([S:39](=[O:40])(=[O:41])[Cl:42])[cH:36][cH:37][cH:38]1>>[CH3:1][c:2]1[c:3](-[c:8]2[cH:9][c:10]([CH:13]=[O:14])[cH:11][n:12]2[S:39]([c:35]2[cH:34][n:33][cH:38][cH:37][cH:36]2)(=[O:40])=[O:41])[cH:4][cH:5][cH:6][cH:7]1. The reactants are CCCCOc1ccc(CCCCCCCCC(=O)Cl)cc1, ClCCl, Cl, NO, [Na+], [Na+], O=C([O-])[O-]. Product: CCCCOc1ccc(CCCCCCCCC(=O)NO)cc1. RXN SMILES: [CH2:10]([CH2:11][CH2:12][CH3:13])[O:14][c:15]1[cH:16][cH:17][c:18]([CH2:21][CH2:22][CH2:23][CH2:24][CH2:25][CH2:26][CH2:27][CH2:28][C:29](=[O:30])[Cl:31])[cH:19][cH:20]1.[Cl:32][CH2:33][Cl:34].[ClH:1].[NH2:2][OH:3].[Na+:4].[Na+:5].[O-:6][C:7](=[O:8])[O-:9]>>[NH:2]([OH:3])[C:29]([CH2:28][CH2:27][CH2:26][CH2:25][CH2:24][CH2:23][CH2:22][CH2:21][c:18]1[cH:17][cH:16][c:15]([O:14][CH2:10][CH2:11][CH2:12][CH3:13])[cH:20][cH:19]1)=[O:30]. Reactants: N#CC(O)c1ccc(F)c(Oc2ccccc2)c1, CCCCCOC1C(C(=O)O)C1(C)C, ClCCl, CN(C)c1ccncc1, C(=NC1CCCCC1)=NC1CCCCC1, CN(C)C=O. The product is CCCCCOC1C(C(=O)OC(C#N)c2ccc(F)c(Oc3ccccc3)c2)C1(C)C. RXN SMILES: [C:1](#[N:2])[CH:3]([c:4]1[cH:5][c:6]([O:11][c:12]2[cH:13][cH:14][cH:15][cH:16][cH:17]2)[c:7]([F:10])[cH:8][cH:9]1)[OH:18].[CH2:19]([CH2:20][CH2:21][CH2:22][CH3:23])[O:24][CH:25]1[C:26]([CH3:31])([CH3:32])[CH:27]1[C:28](=[O:29])[OH:30].[CH2:57]([Cl:58])[Cl:59].[CH3:48][N:49]([CH3:50])[c:51]1[cH:52][cH:53][n:54][cH:55][cH:56]1.[CH:33]1([N:34]=[C:35]=[N:36][CH:37]2[CH2:38][CH2:39][CH2:40][CH2:41][CH2:42]2)[CH2:43][CH2:44][CH2:45][CH2:46][CH2:47]1.[O:60]=[CH:61][N:62]([CH3:63])[CH3:64]>>[C:1](#[N:2])[CH:3]([c:4]1[cH:5][c:6]([O:11][c:12]2[cH:13][cH:14][cH:15][cH:16][cH:17]2)[c:7]([F:10])[cH:8][cH:9]1)[O:18][C:28]([CH:27]1[CH:25]([O:24][CH2:19][CH2:20][CH2:21][CH2:22][CH3:23])[C:26]1([CH3:31])[CH3:32])=[O:29].